Dataset: the Open Reaction Database (ORD), a public repository of structured organic reaction records. Task: describe an organic reaction: reactants, conditions, products, and yield The reactants are C1(=CC=CC=C1)C(CCCCC(=O)OCC)(CC(C)N(C)C)C1=CC=CC=C1 (Ethyl 6,6-diphenyl-8-dimethylaminononanoate), [OH-].[K+] (KOH), Cl (HCl). The solvent is CO (methanol), CO (methanol), O (H2O). Yields the product C1(=CC=CC=C1)C(CCCCC(=O)O)(CC(C)N(C)C)C1=CC=CC=C1 (6,6-diphenyl- 8-dimethylaminononanoic acid). Yield: 20.9%. RXN SMILES: [C:1]1([C:7]([C:23]2[CH:28]=[CH:27][CH:26]=[CH:25][CH:24]=2)([CH2:17][CH:18]([N:20]([CH3:22])[CH3:21])[CH3:19])[CH2:8][CH2:9][CH2:10][CH2:11][C:12]([O:14]CC)=[O:13])[CH:6]=[CH:5][CH:4]=[CH:3][CH:2]=1.[OH-].[K+].Cl>CO.O>[C:1]1([C:7]([C:23]2[CH:28]=[CH:27][CH:26]=[CH:25][CH:24]=2)([CH2:17][CH:18]([N:20]([CH3:21])[CH3:22])[CH3:19])[CH2:8][CH2:9][CH2:10][CH2:11][C:12]([OH:14])=[O:13])[CH:2]=[CH:3][CH:4]=[CH:5][CH:6]=1 |f:1.2|. Procedure details: Ethyl 6,6-diphenyl-8-dimethylaminononanoate (863 mg) was taken up in methanol (7 ml) and treated with 1M KOH in methanol (7.4 ml). The mixture was refluxed under Ar for 2.5 hours, and cooled. The pale yellow solution was concentrated to dryness to provide a clear pale yellow glass. The residue was taken up in H2O (2 ml) and treated dropwise with 1N HCl to pH 6. This solution was then evaporated to dryness and dissolved in 12 ml of methanol to yield a precipitate which was filtered. This procedur... Reactants: C(#N)C=1C=C(C=CC1OC(CC)CC)N1N=CC(=C1)C(=O)OCC (ethyl 1-(3-cyano-4-(1-ethylpropoxy)phenyl)pyrazole-4-carboxylate), [OH-].[Na+] (sodium hydroxide), O (water), C(C)(=O)O (acetic acid). The solvent is C(C)O (ethanol). Conditions: temperature 80 celsius. The product is C(#N)C=1C=C(C=CC1OC(CC)CC)N1N=CC(=C1)C(=O)O (1-(3-cyano-4-(1-ethylpropoxy)phenyl)pyrazole-4-carboxylic acid). Isolated yield 82.0%. RXN SMILES: [C:1]([C:3]1[CH:4]=[C:5]([N:15]2[CH:19]=[C:18]([C:20]([O:22]CC)=[O:21])[CH:17]=[N:16]2)[CH:6]=[CH:7][C:8]=1[O:9][CH:10]([CH2:13][CH3:14])[CH2:11][CH3:12])#[N:2].[OH-].[Na+].O.C(O)(=O)C>C(O)C>[C:1]([C:3]1[CH:4]=[C:5]([N:15]2[CH:19]=[C:18]([C:20]([OH:22])=[O:21])[CH:17]=[N:16]2)[CH:6]=[CH:7][C:8]=1[O:9][CH:10]([CH2:11][CH3:12])[CH2:13][CH3:14])#[N:2] |f:1.2|. Reported procedure: To a solution (10 ml) of ethyl 1-(3-cyano-4-(1-ethylpropoxy)phenyl)pyrazole-4-carboxylate (0.8 g) in ethanol was added 2 N aqueous sodium hydroxide solution (1.5 ml) with stirring, and the mixture was heated at 80° C. for 30 minutes. After the completion of the reaction, the reaction mixture was poured into water and neutralized with acetic acid. The precipitated crystals were recrystallized from a mixed solvent of ethyl alcohol and water to give 0.6 g of 1-(3-cyano-4-(1-ethylpropoxy)phenyl)pyra... Yields the product CC1(C)OC(=C2C(=O)Nc3cc(F)ccc32)C=C1c1ccc(C=O)cc1. Reaction SMILES: [Br:1][C:2]1=[CH:3][C:4](=[C:9]2[C:10](=[O:19])[NH:11][c:12]3[cH:13][c:14]([F:18])[cH:15][cH:16][c:17]32)[O:5][C:6]1([CH3:7])[CH3:8].[C:31](=[O:32])([O-:33])[O-:34].[CH2:43]1[O:44][CH2:45][CH2:46][CH2:47]1.[CH3:37][CH2:38][O:39][C:40](=[O:41])[CH3:42].[CH:20](=[O:21])[c:22]1[cH:23][cH:24][c:25]([B:28]([OH:29])[OH:30])[cH:26][cH:27]1.[K+:35].[K+:36].[Pd:124].[c:105]1([P:106]([c:107]2[cH:108][cH:109][cH:110][cH:111][cH:112]2)[c:113]2[cH:114][cH:115][cH:116][cH:117][cH:118]2)[cH:119][cH:120][cH:121][cH:122][cH:123]1.[c:48]1([P:49]([c:50]2[cH:51][cH:52][cH:53][cH:54][cH:55]2)[c:56]2[cH:57][cH:58][cH:59][cH:60][cH:61]2)[cH:62][cH:63][cH:64][cH:65][cH:66]1.[c:67]1([P:68]([c:69]2[cH:70][cH:71][cH:72][cH:73][cH:74]2)[c:75]2[cH:76][cH:77][cH:78][cH:79][cH:80]2)[cH:81][cH:82][cH:83][cH:84][cH:85]1.[c:86]1([P:87]([c:88]2[cH:89][cH:90][cH:91][cH:92][cH:93]2)[c:94]2[cH:95][cH:96][cH:97][cH:98][cH:99]2)[cH:100][cH:101][cH:102][cH:103][cH:104]1>>[C:2]1([c:25]2[cH:24][cH:23][c:22]([CH:20]=[O:21])[cH:27][cH:26]2)=[CH:3][C:4](=[C:9]2[C:10](=[O:19])[NH:11][c:12]3[cH:13][c:14]([F:18])[cH:15][cH:16][c:17]32)[O:5][C:6]1([CH3:7])[CH3:8]. Starting materials: CC1(C)OC(=C2C(=O)Nc3cc(F)ccc32)C=C1Br, O=C([O-])[O-], C1CCOC1, CCOC(C)=O, O=Cc1ccc(B(O)O)cc1, [K+], [K+], [Pd], c1ccc(P(c2ccccc2)c2ccccc2)cc1, c1ccc(P(c2ccccc2)c2ccccc2)cc1, c1ccc(P(c2ccccc2)c2ccccc2)cc1, c1ccc(P(c2ccccc2)c2ccccc2)cc1.